This data is from the Open Reaction Database (ORD), a public repository of structured organic reaction records. The task is: describe an organic reaction: reactants, conditions, products, and yield Reactants: ClC1=C(C(=O)O)C(=CC=C1)F (2-chloro-6-fluorobenzoic acid), O1CCC(CC1)C(CN)C=1C=NC(=NC1)C(F)(F)F (2-(tetrahydro-2H-pyran-4-yl)-2-(2-(trifluoromethyl)pyrimidin-5-yl)ethanamine). Product: ClC1=C(C(=O)NCC(C=2C=NC(=NC2)C(F)(F)F)C2CCOCC2)C(=CC=C1)F (2-chloro-6-fluoro-N-(2-(tetrahydro-2H-pyran-4-yl)-2-(2-(trifluoromethyl)pyrimidin-5-yl)ethyl)benzamide). Reaction SMILES: [Cl:1][C:2]1[CH:10]=[CH:9][CH:8]=[C:7]([F:11])[C:3]=1[C:4]([OH:6])=O.[O:12]1[CH2:17][CH2:16][CH:15]([CH:18]([C:21]2[CH:22]=[N:23][C:24]([C:27]([F:30])([F:29])[F:28])=[N:25][CH:26]=2)[CH2:19][NH2:20])[CH2:14][CH2:13]1>>[Cl:1][C:2]1[CH:10]=[CH:9][CH:8]=[C:7]([F:11])[C:3]=1[C:4]([NH:20][CH2:19][CH:18]([CH:15]1[CH2:16][CH2:17][O:12][CH2:13][CH2:14]1)[C:21]1[CH:22]=[N:23][C:24]([C:27]([F:29])([F:30])[F:28])=[N:25][CH:26]=1)=[O:6]. Procedure: From 2-chloro-6-fluorobenzoic acid and 2-(tetrahydro-2H-pyran-4-yl)-2-(2-(trifluoromethyl)pyrimidin-5-yl)ethanamine. LCMS (MH+): m/z=432.1, tR (minutes, Method F)=2.6 Reactants: ClCBr, COc1cccc(O)c1O, CN(C)C=O, O. Yields the product COc1cccc2c1OCO2. As a reaction SMILES: [Br:11][CH2:12][Cl:13].[CH3:1][O:2][c:3]1[c:4]([OH:10])[c:5]([OH:9])[cH:6][cH:7][cH:8]1.[O:15]=[CH:16][N:17]([CH3:18])[CH3:19].[OH2:14]>>[CH3:1][O:2][c:3]1[c:4]2[c:5]([cH:6][cH:7][cH:8]1)[O:9][CH2:12][O:10]2.